Dataset: the Open Reaction Database (ORD), a public repository of structured organic reaction records. Task: describe an organic reaction: reactants, conditions, products, and yield The reactants are CNC1=NC=CC=C1N (N2-methylpyridine-2,3-diamine), IC1=CC=CC=C1 (iodobenzene), CC(C)(C)[O-].[Na+] (sodium 2-methylpropan-2-olate), C1(=CC=CC=C1)P(C=1C=CC=C2C=CC=C(C12)C1=CC=CC2=CC=CC(=C12)P(C1=CC=CC=C1)C1=CC=CC=C1)C1=CC=CC=C1 (8,8′-bis(diphenylphosphino)-1,1′-binaphthalene). Reagents/catalysts: C=1C=CC(=CC1)/C=C/C(=O)/C=C/C2=CC=CC=C2.C=1C=CC(=CC1)/C=C/C(=O)/C=C/C2=CC=CC=C2.C=1C=CC(=CC1)/C=C/C(=O)/C=C/C2=CC=CC=C2.[Pd].[Pd] (Pd2(dba)3). Solvent: C1(=CC=CC=C1)C (toluene). Product: CNC1=NC=CC=C1NC1=CC=CC=C1 (N2-methyl-N3-phenylpyridine-2,3-diamine). As a reaction SMILES: [CH3:1][NH:2][C:3]1[C:8]([NH2:9])=[CH:7][CH:6]=[CH:5][N:4]=1.I[C:11]1[CH:16]=[CH:15][CH:14]=[CH:13][CH:12]=1.CC([O-])(C)C.[Na+].C1(P(C2C=CC=CC=2)C2C=CC=C3C=2C(C2C4C(=CC=CC=4P(C4C=CC=CC=4)C4C=CC=CC=4)C=CC=2)=CC=C3)C=CC=CC=1>C1C=CC(/C=C/C(/C=C/C2C=CC=CC=2)=O)=CC=1.C1C=CC(/C=C/C(/C=C/C2C=CC=CC=2)=O)=CC=1.C1C=CC(/C=C/C(/C=C/C2C=CC=CC=2)=O)=CC=1.[Pd].[Pd].C1(C)C=CC=CC=1>[CH3:1][NH:2][C:3]1[C:8]([NH:9][C:11]2[CH:16]=[CH:15][CH:14]=[CH:13][CH:12]=2)=[CH:7][CH:6]=[CH:5][N:4]=1 |f:2.3,5.6.7.8.9|. Procedure details: N2-methylpyridine-2,3-diamine (11.95 g, 97 mmol), iodobenzene (16.22 ml, 146 mmol), sodium 2-methylpropan-2-olate (13.99 g, 146 mmol), 8,8′-bis(diphenylphosphino)-1,1′-binaphthalene (BINAP) (60.4 g, 97 mmol) with toluene (400 mL) were added to a three necked 1 L round bottom flask. The reaction was degassed with N2 for 20 minutes. Pd2(dba)3 (1.777 g, 1.941 mmol) was added and the reaction mixture was refluxed for 20 h. The reaction mixture was concentrated to dryness. Residue was dissolved in Et... The reactants are [3H]CC(=O)ON1C(C=2C(C1=O)=CC=CC2)=O (N-tritioacetoxyphthalimide), CN(C)CCO (N,N-Dimethylaminoethanol), CI (methyl iodide). Solvent: C(C)#N (acetonitrile), C(C)#N (acetonitrile). Reaction conditions: temperature 75 celsius, time 1 hour. Yields the product [I-].C(C)(=O)OCC[N+](C)(C)C (acetylcholine iodide). As a reaction SMILES: [CH3:1][N:2]([CH2:4][CH2:5][OH:6])[CH3:3].[3H][CH2:8][C:9](ON1C(=O)C2=CC=CC=C2C1=O)=[O:10].[CH3:23][I:24]>C(#N)C>[I-:24].[C:9]([O:6][CH2:5][CH2:4][N+:2]([CH3:23])([CH3:3])[CH3:1])(=[O:10])[CH3:8] |f:4.5|. Procedure: N,N-Dimethylaminoethanol (4 μL, 0.04 mmole) was dissolved in dry acetonitrile (0.25 mL) and was placed in a reaction vessel connected to the vacuum line. N-tritioacetoxyphthalimide (0.04 mmole, specific activity 13 Ci/mmole) in dry acetonitrile (0.8 mL) was then added through the side-arm of the reaction vessel. The mixture was heated at 75° C. for 2 hours under N2, then brought to room temperature and methyl iodide (20 μL) was injected. The mixture was stirred for 1 hour. The solvent and excess... Starting materials: ClC1=C(C=C2C(=CNC2=C1)C(=O)OC)B1OCC(CO1)(C)C (methyl 6-chloro-5-(5,5-dimethyl-1,3,2-dioxaborinan-2-yl)-1H-indole-3-carboxylate), BrC1=CC=C(OCCN2CCNCC2)C=C1 (1-(2-(4-bromophenoxy)ethyl)piperazine), C([O-])([O-])=O.[K+].[K+] (potassium carbonate), C(C)(=O)OCC (ethyl acetate). The reagents and catalysts are C1=CC=C(C=C1)P([C-]2C=CC=C2)C3=CC=CC=C3.C1=CC=C(C=C1)P([C-]2C=CC=C2)C3=CC=CC=C3.Cl[Pd]Cl.[Fe+2] (Pd(dppf)Cl2). Run in C1(=CC=CC=C1)C.C(C)O (toluene ethanol). Run at temperature 110 celsius, time 2.5 hour. The product is ClC1=C(C=C2C(=CNC2=C1)C(=O)OC)C1=CC=C(C=C1)OCCN1CCNCC1 (methyl 6-chloro-5-{4-[2-(piperazin-1-yl)ethoxy]phenyl}-1H-indole-3-carboxylate). Yield: 64.4%. As a reaction SMILES: [Cl:1][C:2]1[CH:10]=[C:9]2[C:5]([C:6]([C:11]([O:13][CH3:14])=[O:12])=[CH:7][NH:8]2)=[CH:4][C:3]=1B1OCC(C)(C)CO1.Br[C:24]1[CH:38]=[CH:37][C:27]([O:28][CH2:29][CH2:30][N:31]2[CH2:36][CH2:35][NH:34][CH2:33][CH2:32]2)=[CH:26][CH:25]=1.C(=O)([O-])[O-].[K+].[K+].C(OCC)(=O)C>C1(C)C=CC=CC=1.C(O)C.C1C=CC(P(C2C=CC=CC=2)[C-]2C=CC=C2)=CC=1.C1C=CC(P(C2C=CC=CC=2)[C-]2C=CC=C2)=CC=1.Cl[Pd]Cl.[Fe+2]>[Cl:1][C:2]1[CH:10]=[C:9]2[C:5]([C:6]([C:11]([O:13][CH3:14])=[O:12])=[CH:7][NH:8]2)=[CH:4][C:3]=1[C:24]1[CH:38]=[CH:37][C:27]([O:28][CH2:29][CH2:30][N:31]2[CH2:32][CH2:33][NH:34][CH2:35][CH2:36]2)=[CH:26][CH:25]=1 |f:2.3.4,6.7,8.9.10.11|. Procedure details: A mixture of methyl 6-chloro-5-(5,5-dimethyl-1,3,2-dioxaborinan-2-yl)-1H-indole-3-carboxylate (80 mg, 0.15 mmol), 1-(2-(4-bromophenoxy)ethyl)piperazine (86 mg, 0.30 mmol), 2.0M aqueous potassium carbonate (0.50 mL, 1.0 mmol), and Pd(dppf)Cl2 (10 mg, 0.01 mmol) in toluene/ethanol (1.44 mL/0.48 mL) was stirred at 110° C. for 2.5 hours. The mixture was poured into ethyl acetate and washed with water. The organic phase was dried over sodium sulfate, filtered, and concentrated in vacuo to give a resi...